From a dataset of the Open Reaction Database (ORD), a public repository of structured organic reaction records. describe an organic reaction: reactants, conditions, products, and yield Starting materials: solution, N(=O)[O-].[Na+] (sodium nitrite), C([O-])(O)=O.[Na+] (sodium bicarbonate), C(C)(C)N1C=C2C[C@H]3N(C[C@@H](C[C@@H]3C=3C=CC=C1C32)C(=O)NN)C ((8β)-1-isopropyl-6-methylergoline-8-hydrazide), C1(CCCC1)N (cyclopentylamine). Solvent: O (water), Cl (hydrochloric acid), CN(C)C=O (DMF). Reaction conditions: time 5 minute. Product: C1(CCCC1)NC(=O)[C@H]1CN([C@@H]2CC3=CN(C4=CC=CC([C@H]2C1)=C34)C(C)C)C ((8β)-N-Cyclopentyl-1-isopropyl-6-methylergoline-8-carboxamide). Yield: 32.4%. As a reaction SMILES: [CH:1]([N:4]1[C:18]2[C:19]3[C:6]([CH2:7][C@@H:8]4[C@@H:13]([C:14]=3[CH:15]=[CH:16][CH:17]=2)[CH2:12][C@@H:11]([C:20]([NH:22]N)=[O:21])[CH2:10][N:9]4[CH3:24])=[CH:5]1)([CH3:3])[CH3:2].N([O-])=O.[Na+].C(=O)(O)[O-].[Na+].[CH:34]1(N)[CH2:38][CH2:37][CH2:36][CH2:35]1>Cl.CN(C=O)C.O>[CH:34]1([NH:22][C:20]([C@@H:11]2[CH2:12][C@H:13]3[C@@H:8]([CH2:7][C:6]4[C:19]5[C:18](=[CH:17][CH:16]=[CH:15][C:14]3=5)[N:4]([CH:1]([CH3:3])[CH3:2])[CH:5]=4)[N:9]([CH3:24])[CH2:10]2)=[O:21])[CH2:38][CH2:37][CH2:36][CH2:35]1 |f:1.2,3.4|. Procedure details: To a solution of 3.26 g (0.01 mol) of (8β)-1-isopropyl-6-methylergoline-8-hydrazide dissolved in 25 ml of hydrochloric acid and 100 ml of water at a temperature of about 5° C. was added 55 ml of a solution of 0.2N sodium nitrite dropwise over a period of about five minutes. The resulting mixture was stirred at room temperature for approximately five minutes and sufficient saturated sodium bicarbonate solution was added dropwise until the pH of the mixture was basic. The mixture was extracted wit... The reactants are C(C1=CC=CC=C1)N1CCC(CC1)=O (1-benzyl-4-piperidone), C(C)(=O)O (acetic acid), NC1=C(C=CC(=C1)Cl)N1C=CC=C1 (1-(2-amino-4-chlorophenyl)pyrrole). Solvent: C(C)O (ethanol). The product is Cl.C(C1=CC=CC=C1)N1CCC2(CC1)C=1N(C3=CC=C(C=C3N2)Cl)C=CC1 (1'-benzyl-7-chloro-4,5-dihydrospiro[pyrrolo(1,2-a)quinoxaline-4,4'-piperidine]hydrochloride). Reaction SMILES: [CH2:1]([N:8]1[CH2:13][CH2:12][C:11](=O)[CH2:10][CH2:9]1)[C:2]1[CH:7]=[CH:6][CH:5]=[CH:4][CH:3]=1.C(O)(=O)C.[NH2:19][C:20]1[CH:25]=[C:24]([Cl:26])[CH:23]=[CH:22][C:21]=1[N:27]1[CH:31]=[CH:30][CH:29]=[CH:28]1>C(O)C>[ClH:26].[CH2:1]([N:8]1[CH2:13][CH2:12][C:11]2([NH:19][C:20]3[C:21](=[CH:22][CH:23]=[C:24]([Cl:26])[CH:25]=3)[N:27]3[CH:28]=[CH:29][CH:30]=[C:31]23)[CH2:10][CH2:9]1)[C:2]1[CH:7]=[CH:6][CH:5]=[CH:4][CH:3]=1 |f:4.5|. Reported procedure: 5.29 g (0.028 mole) of 1-benzyl-4-piperidone and 2 ml. of glacial acetic acid are added to a solution of 5.0 g (0.026 mole) of 1-(2-amino-4-chlorophenyl)pyrrole [Example 13(b)] in 80 ml. of absolute ethanol. The solution is refluxed, leaving a yellow oil. The oil is washed with a potassium hydroxide solution, then water, and placed in a refrigerator overnight. The tan solid which forms is dissolved in ether, and ethereal hydrogen chloride is added. The resulting precipitate is washed with water ... Reactants: C(C)(C)(C)OC(=O)N1[C@@H](C[C@](C1)(F)CN=[N+]=[N-])C(NCC1=C(C(=CC=C1)Cl)F)=O ((2S,4R)-4-azidomethyl-2-(3-chloro-2-fluoro-benzylcarbamoyl)-4-fluoro-pyrrolidine-1-carboxylic acid tert-butyl ester), C(C)(C)(C)OC(=O)N1[C@@H](C[C@@](C1)(COS(=O)(=O)C)O)C(NCC1=C(C(=CC=C1)Cl)F)=O ((2S,4R)-2-(3-chloro-2-fluoro-benzylcarbamoyl)-4-hydroxy-4-methanesulfonyloxy methyl-pyrrolidine-1-carboxylic acid tert-butyl ester). Yields the product C(C)(C)(C)OC(=O)N1[C@@H](C[C@@](C1)(F)CN=[N+]=[N-])C(NCC1=C(C(=CC=C1)Cl)F)=O ((2S,4S)-4-Azidomethyl-2-(3-chloro-2-fluoro-benzylcarbamoyl)-4-fluoro-pyrrolidine-1-carboxylic acid tert-butyl ester). Reaction SMILES: [C:1]([O:5][C:6]([N:8]1[CH2:12][C@:11]([CH2:14][N:15]=[N+:16]=[N-:17])([F:13])[CH2:10][C@H:9]1[C:18](=[O:29])[NH:19][CH2:20][C:21]1[CH:26]=[CH:25][CH:24]=[C:23]([Cl:27])[C:22]=1[F:28])=[O:7])([CH3:4])([CH3:3])[CH3:2].C(OC(N1C[C@@](O)(COS(C)(=O)=O)C[C@H]1C(=O)NCC1C=CC=C(Cl)C=1F)=O)(C)(C)C>>[C:1]([O:5][C:6]([N:8]1[CH2:12][C@@:11]([CH2:14][N:15]=[N+:16]=[N-:17])([F:13])[CH2:10][C@H:9]1[C:18](=[O:29])[NH:19][CH2:20][C:21]1[CH:26]=[CH:25][CH:24]=[C:23]([Cl:27])[C:22]=1[F:28])=[O:7])([CH3:4])([CH3:2])[CH3:3]. Reported procedure: was obtained using the same protocols as described in Scheme B15 step A and B for the preparation of (2S,4R)-4-azidomethyl-2-(3-chloro-2-fluoro-benzylcarbamoyl)-4-fluoro-pyrrolidine-1-carboxylic acid tert-butyl ester starting from (2S,4R)-2-(3-chloro-2-fluoro-benzylcarbamoyl)-4-hydroxy-4-methanesulfonyloxy methyl-pyrrolidine-1-carboxylic acid tert-butyl ester (prepared from (2S,4R)-2-(3-chloro-2-fluoro-benzylcarbamoyl)-4-hydroxy-4-hydroxymethyl-pyrrolidine-1-carboxylic acid tert-butyl ester as d... The reactants are Initiator Sixty, NC1=C(C(=O)OC)C=C(C=C1)OCC1=CC=CC=C1 (methyl 2-amino-5-(benzyloxy)benzoate), O=C1CCN(CC1)C(=O)OC(C)(C)C (1,1-dimethylethyl 4-oxopiperidine-1-carboxylate), [BH-](OC(=O)C)(OC(=O)C)OC(=O)C.[Na+] (NaBH(OAc)3), NC1=C(C(=O)OC)C=C(C=C1)OCC1=CC=CC=C1 (methyl 2-amino-5-(benzyloxy)benzoate). The solvent is CC(=O)O (AcOH), CCOC(=O)C (AcOEt). The product is C(C1=CC=CC=C1)OC1=CC(=C(C=C1)NC1CCN(CC1)C(=O)OC(C)(C)C)C(=O)OC (1,1-Dimethylethyl 4-{[4-(benzyloxy)-2-(methoxycarbonyl)phenyl]amino}piperidine-1-carboxylate). The yield is 297.9%. RXN SMILES: [NH2:1][C:2]1[CH:11]=[CH:10][C:9]([O:12][CH2:13][C:14]2[CH:19]=[CH:18][CH:17]=[CH:16][CH:15]=2)=[CH:8][C:3]=1[C:4]([O:6][CH3:7])=[O:5].O=[C:21]1[CH2:26][CH2:25][N:24]([C:27]([O:29][C:30]([CH3:33])([CH3:32])[CH3:31])=[O:28])[CH2:23][CH2:22]1.[BH-](OC(C)=O)(OC(C)=O)OC(C)=O.[Na+]>CC(O)=O.CCOC(C)=O>[CH2:13]([O:12][C:9]1[CH:10]=[CH:11][C:2]([NH:1][CH:21]2[CH2:26][CH2:25][N:24]([C:27]([O:29][C:30]([CH3:33])([CH3:32])[CH3:31])=[O:28])[CH2:23][CH2:22]2)=[C:3]([C:4]([O:6][CH3:7])=[O:5])[CH:8]=1)[C:14]1[CH:19]=[CH:18][CH:17]=[CH:16][CH:15]=1 |f:2.3|. Procedure details: A mixture of 2 g of methyl 2-amino-5-(benzyloxy)benzoate, 3.1 g of 1,1-dimethylethyl 4-oxopiperidine-1-carboxylate and 3.29 g of NaBH(OAc)3 in 10 ml of AcOH is irradiated under a microwave field (Biotage Initiator Sixty) at 110° C. for 20 min. The same reaction is repeated with two other lots of 2 g of methyl 2-amino-5-(benzyloxy)benzoate. The three reaction media are combined. The combined product is taken up in AcOEt. The organic phase is washed with water, with a saturated NH4Cl solution and ... Procedure details: A mixture of methyl 4-chloro-6-methoxy-pyrimidin-5-yl-acetate (21.7 g, 100 mmol), m-cresol (10.8 g, 100mmol), potassium carbonate (20.7 g, 150 mmol) and a catalytic amount of 18-crown-6 in dimethylformamide (50 ml) is heated to +120° C. for 1 hour. Addition of crushed ice, extraction with ether and drying gives the methyl 4-(3-methylphenoxy)-6-methoxy-pyrimidin-5-yl-acetate as an oil. Solvent: CN(C=O)C (dimethylformamide), CCOCC (ether). Reaction SMILES: Cl[C:2]1[C:7]([CH2:8][C:9]([O:11][CH3:12])=[O:10])=[C:6]([O:13][CH3:14])[N:5]=[CH:4][N:3]=1.[CH:15]1[C:20]([OH:21])=[CH:19][CH:18]=[CH:17][C:16]=1[CH3:22].C(=O)([O-])[O-].[K+].[K+].C1OCCOCCOCCOCCOCCOC1>CN(C)C=O.CCOCC>[CH3:22][C:16]1[CH:15]=[C:20]([CH:19]=[CH:18][CH:17]=1)[O:21][C:2]1[C:7]([CH2:8][C:9]([O:11][CH3:12])=[O:10])=[C:6]([O:13][CH3:14])[N:5]=[CH:4][N:3]=1 |f:2.3.4|. The product is CC=1C=C(OC2=NC=NC(=C2CC(=O)OC)OC)C=CC1 (methyl 4-(3-methylphenoxy)-6-methoxy-pyrimidin-5-yl-acetate). Starting materials: ClC1=NC=NC(=C1CC(=O)OC)OC (methyl 4-chloro-6-methoxy-pyrimidin-5-yl-acetate), C1=C(C=CC=C1O)C (m-cresol), C([O-])([O-])=O.[K+].[K+] (potassium carbonate), C1COCCOCCOCCOCCOCCO1 (18-crown-6). Starting materials: CC(C)N1C=2C=CC=CC2C(=C1/C=C/C(CC(CC(=O)O)O)O)C=3C=CC(=CC3)F (fluvastatin), lactone, NO (hydroxylamine), O (H2O), CO (MeOH). Run in C1CCOC1 (THF). Conditions: time 16 hour. Yields the product FC1=CC=C(C=C1)C1=C(N(C2=CC=CC=C12)C(C)C)/C=C/[C@H](C[C@H](CC(=O)NO)O)O ((3R,5S,6E)-7-[3-(4-Fluorophenyl)-1-isopropyl-1H-indol-2-yl]-3,5-dihydroxy-N-hydroxy-6-heptenamide). As a reaction SMILES: [CH3:1][CH:2]([N:4]1[C:12](/[CH:13]=[CH:14]/[CH:15]([OH:23])[CH2:16][CH:17]([OH:22])[CH2:18][C:19](O)=[O:20])=[C:11]([C:24]2[CH:25]=[CH:26][C:27]([F:30])=[CH:28][CH:29]=2)[C:10]2[CH:9]=[CH:8][CH:7]=[CH:6][C:5]1=2)[CH3:3].[NH2:31][OH:32].O.CO>C1COCC1>[F:30][C:27]1[CH:28]=[CH:29][C:24]([C:11]2[C:10]3[C:5](=[CH:6][CH:7]=[CH:8][CH:9]=3)[N:4]([CH:2]([CH3:3])[CH3:1])[C:12]=2/[CH:13]=[CH:14]/[C@@H:15]([OH:23])[CH2:16][C@@H:17]([OH:22])[CH2:18][C:19]([NH:31][OH:32])=[O:20])=[CH:25][CH:26]=1. Procedure: To a solution of fluvastatin (100 mg, 0.25 mmol, in the lactone form) in THF (1 mL) was added 50% hydroxylamine in H2O (0.12 mL, 1.91 mmol). The mixture was stirred at ambient temperature for 16 h, and concentrated under reduced pressure. The residue was extracted with CH2Cl2. The organic layer was washed with brine, dried over MgSO4, filtered, concentrated, and purified by flash chromatography (silica gel; CH2Cl2/MeOH/NEt3 (89:1:9 to 5:5:1)) to give fluva-HA (30 mg, 30%). C24H27FN2O4; white foa... Reactants: ice water, ice, C(C1=CC=CC=C1)OC1=CC=C(C=C1)C=1C=NC=2N(C1C1CCCCC1)N=CC2 (6-(4-benzyloxy-phenyl)-7-cyclohexyl-pyrazolo[1,5-a]pyrimidine), P(=O)(Cl)(Cl)Cl (phosphorus oxychloride), CN(C=O)C (dimethylformamide). The solvent is ClCCl (dichloromethane). Run at time 4 hour. Yields the product C(C1=CC=CC=C1)OC1=CC=C(C=C1)C=1C=NC=2N(C1C1CCCCC1)N=CC2C=O (6-(4-benzyloxy-phenyl)-7-cyclohexyl-pyrazolo[1,5-a]pyrimidine-3-carbaldehyde). Reaction SMILES: [CH2:1]([O:8][C:9]1[CH:14]=[CH:13][C:12]([C:15]2[CH:16]=[N:17][C:18]3[N:19]([N:27]=[CH:28][CH:29]=3)[C:20]=2[CH:21]2[CH2:26][CH2:25][CH2:24][CH2:23][CH2:22]2)=[CH:11][CH:10]=1)[C:2]1[CH:7]=[CH:6][CH:5]=[CH:4][CH:3]=1.P(Cl)(Cl)(Cl)=O.CN(C)[CH:37]=[O:38]>ClCCl>[CH2:1]([O:8][C:9]1[CH:14]=[CH:13][C:12]([C:15]2[CH:16]=[N:17][C:18]3[N:19]([N:27]=[CH:28][C:29]=3[CH:37]=[O:38])[C:20]=2[CH:21]2[CH2:26][CH2:25][CH2:24][CH2:23][CH2:22]2)=[CH:11][CH:10]=1)[C:2]1[CH:3]=[CH:4][CH:5]=[CH:6][CH:7]=1. Procedure details: To an ice cold solution of 300 mg (0.78 mmol) of 6-(4-benzyloxy-phenyl)-7-cyclohexyl-pyrazolo[1,5-a]pyrimidine in 2 mL of dimethylformamide (DMF) and 1 mL of dichloromethane (DCM) was added 0.085 mL (0.9 mmol) of phosphorus oxychloride (POCl3) and the resulting mixture was allowed to warm up to rt and stirred at rt for 4 h when analysis by thin layer chromatography (TLC) indicated complete conversion of starting material to product. The reaction mixture poured into ice-water, and extracted with ...